From a dataset of the Open Reaction Database (ORD), a public repository of structured organic reaction records. describe an organic reaction: reactants, conditions, products, and yield Product: COC(=O)C(COC(CN(CC1CC1)C(=O)OC(C)(C)C)c1ccccc1)NC(=O)OCc1ccccc1. The reactants are CC(C)(C)OC(=O)N(CC1CC1)CC(O)c1ccccc1, ClC(Cl)Cl, COC(=O)C1CN1C(=O)OCc1ccccc1. RXN SMILES: [CH:1]1([CH2:4][N:5]([C:6]([O:7][C:8]([CH3:9])([CH3:10])[CH3:11])=[O:12])[CH2:13][CH:14]([c:15]2[cH:16][cH:17][cH:18][cH:19][cH:20]2)[OH:21])[CH2:2][CH2:3]1.[CH:39]([Cl:40])([Cl:41])[Cl:42].[N:22]1([C:29](=[O:30])[O:31][CH2:32][c:33]2[cH:34][cH:35][cH:36][cH:37][cH:38]2)[CH:23]([C:25](=[O:26])[O:27][CH3:28])[CH2:24]1>>[CH:1]1([CH2:4][N:5]([C:6]([O:7][C:8]([CH3:9])([CH3:10])[CH3:11])=[O:12])[CH2:13][CH:14]([c:15]2[cH:16][cH:17][cH:18][cH:19][cH:20]2)[O:21][CH2:24][CH:23]([NH:22][C:29](=[O:30])[O:31][CH2:32][c:33]2[cH:34][cH:35][cH:36][cH:37][cH:38]2)[C:25](=[O:26])[O:27][CH3:28])[CH2:2][CH2:3]1. Yields the product CCOC(=O)c1cnc(SC)nc1NC(C)C. The reactants are CC(C)N, CC#N, CCOC(=O)c1cnc(SC)nc1Cl, O. RXN SMILES: [CH3:15][CH:16]([CH3:17])[NH2:18].[CH3:20][C:21]#[N:22].[Cl:1][c:2]1[n:3][c:4]([S:13][CH3:14])[n:5][cH:6][c:7]1[C:8](=[O:9])[O:10][CH2:11][CH3:12].[OH2:19]>>[c:2]1([NH:18][CH:16]([CH3:15])[CH3:17])[n:3][c:4]([S:13][CH3:14])[n:5][cH:6][c:7]1[C:8](=[O:9])[O:10][CH2:11][CH3:12]. The reactants are NC=1SC2=C(N1)C=CC(=C2)N (2,6-diaminobenzothiazole), CN1C(=CC(=C1)[N+](=O)[O-])C(=O)O (1-methyl-4-nitro-1H-pyrrole-2-carboxylic acid). Product: CN1C(=CC(=C1)[N+](=O)[O-])C(=O)NC=1SC2=C(N1)C=CC(=C2)NC(=O)C=2N(C=C(C2)[N+](=O)[O-])C (N2-(2-{[(1-methyl-4-nitro-1H-2-pyrrolyl)carbonyl]amino}-1,3-benzothiazol-6-yl}-1-methyl-4-nitro-1H-2-pyrrolcarboxamide). RXN SMILES: [NH2:1][C:2]1[S:3][C:4]2[CH:10]=[C:9]([NH2:11])[CH:8]=[CH:7][C:5]=2[N:6]=1.[CH3:12][N:13]1[CH:17]=[C:16]([N+:18]([O-:20])=[O:19])[CH:15]=[C:14]1[C:21]([OH:23])=O>>[CH3:12][N:13]1[CH:17]=[C:16]([N+:18]([O-:20])=[O:19])[CH:15]=[C:14]1[C:21]([NH:1][C:2]1[S:3][C:4]2[CH:10]=[C:9]([NH:11][C:21]([C:14]3[N:13]([CH3:12])[CH:17]=[C:16]([N+:18]([O-:20])=[O:19])[CH:15]=3)=[O:23])[CH:8]=[CH:7][C:5]=2[N:6]=1)=[O:23]. Reported procedure: The compound 8b was prepared according to the above described method using compound 7 (165 mg, 1 mmol) and 1-methyl-4-nitro-1H-pyrrole-2-carboxylic acid (340 mg, 2 mmol). Yield 290 mg, 60%; 1H NMR (DMSO-d6) δ 10.9 (bs, 1H, —NH), 8.54 (s, 1H), 7.95 (s, 2H), 7.74-7.71 (m, 2H), 7.50 (s, 2H), 3.96 (s, 6H); ESIMS: m/z 470 (M+H)+. Reactants: C(C(C)C)(=O)N (isobutyramide), C(C(=O)Cl)(=O)Cl (oxalyl chloride), CN1N=CC(=C1)C1=NC=CC(=C1)OC=1C=CC(=NC1)N (5-((2-(1-methyl-1H-pyrazol-4-yl)pyridin-4-yl)oxy)pyridin-2-amine), N1=CC=CC=C1 (pyridine). Solvent: ClCCCl (DCE), C1CCOC1 (THF). Reaction conditions: time 1 hour. Product: CN1N=CC(=C1)C1=NC=CC(=C1)OC=1C=CC(=NC1)NC(=O)NC(C(C)C)=O (N-((5-((2-(1-methyl-1H-pyrazol-4-yl)pyridin-4-yl)oxy)pyridin-2-yl)carbamoyl)isobutyramide). Yield: 41.7%. RXN SMILES: [C:1]([NH2:6])(=[O:5])[CH:2]([CH3:4])[CH3:3].C(Cl)(=O)[C:8](Cl)=[O:9].[CH3:13][N:14]1[CH:18]=[C:17]([C:19]2[CH:24]=[C:23]([O:25][C:26]3[CH:27]=[CH:28][C:29]([NH2:32])=[N:30][CH:31]=3)[CH:22]=[CH:21][N:20]=2)[CH:16]=[N:15]1.N1C=CC=CC=1>ClCCCl.C1COCC1>[CH3:13][N:14]1[CH:18]=[C:17]([C:19]2[CH:24]=[C:23]([O:25][C:26]3[CH:27]=[CH:28][C:29]([NH:32][C:8]([NH:6][C:1](=[O:5])[CH:2]([CH3:4])[CH3:3])=[O:9])=[N:30][CH:31]=3)[CH:22]=[CH:21][N:20]=2)[CH:16]=[N:15]1. Procedure: A suspension of Example B7 (0.059 g, 0.673 mmol) in DCE (4 mL) was treated with oxalyl chloride (0.059 mL, 0.673 mmol), stirred at RT for 1 h, warmed to 80° C. for 2.5 h, cooled to RT and added drop-wise to a solution of Example A2 (0.15 g, 0.561 mmol) in THF (4 mL) and pyridine (0.226 mL, 2.81 mmol). The mixture was stirred at RT overnight, treated with satd. Na2CO3, extracted with EtOAc (4×) and the combined organics were dried over Na2SO4, concentrated to dryness and purified via silica gel c... The reactants are BrC1=CC=C(C=C1)O (4-bromophenol), C(C)(=O)[O-].[Na+] (sodium acetate), C(C)(=O)OC=C (vinyl acetate). Reagents/catalysts: C1/C=C\CC/C=C\C1.C1/C=C\CC/C=C\C1.[Cl-].[Cl-].[Ir].[Ir] (bis(1,5-cyclooctadiene)diiridium(I)dichloride). Run in C1(=CC=CC=C1)C (Toluene). Run at temperature 102 celsius. Yields the product BrC1=CC=C(C=C1)OC=C (1-Bromo-4-(vinyloxy)benzene), oil. The yield is 126.4%. Reaction SMILES: [Br:1][C:2]1[CH:7]=[CH:6][C:5]([OH:8])=[CH:4][CH:3]=1.[C:9]([O-])(=O)[CH3:10].[Na+].C(OC=C)(=O)C>C1CC=CCCC=C1.C1CC=CCCC=C1.[Cl-].[Cl-].[Ir].[Ir].C1(C)C=CC=CC=1>[Br:1][C:2]1[CH:7]=[CH:6][C:5]([O:8][CH:9]=[CH2:10])=[CH:4][CH:3]=1 |f:1.2,4.5.6.7.8.9|. Procedure details: Under nitrogen, a 250 milliliter round bottom flask was charged with 4-bromophenol (8.00 grams, 46.2 millimoles, 1.0 equivalent), sodium acetate (2.28 grams, 27.7 millimoles, 0.6 equivalent) and bis(1,5-cyclooctadiene)diiridium(I)dichloride (233 milligram, 347 micromoles, 0.0075 equivalent). Toluene (75 milliliter) was added to this and vinyl acetate (8.5 milliliter, 92 millimoles, 2.0 equivalents) was added via syringe. The reaction was heated to 102° C. for 3 hours and then allowed to cool to ... Reactants: BrC=1C=CC(=NC1)C1=NO[C@@H](C1)CO ([(5S)-3-(5-Bromopyridin-2-yl)-4,5-dihydroisoxazol-5-yl]methanol), FC=1C=C(C=CC1B1OC(C(O1)(C)C)(C)C)N1C(O[C@H](C1)CNC(C)=O)=O (N-({(5S)-3-[3-fluoro-4-(4,4,5,5-tetramethyl-1,3,2-dioxaborolan-2-yl)phenyl]-2-oxo-1,3-oxazolidin-5-yl}methyl)acetamide), FC=1C=C(C=CC1B1OC(C(O1)(C)C)(C)C)N1C(O[C@H](C1)CNC(C)=O)=O (N-({(5S)-3-[3-fluoro-4-(4,4,5,5-tetramethyl-1,3,2-dioxaborolan-2-yl)phenyl]-2-oxo-1,3-oxazolidin-5-yl}methyl)acetamide), BrC=1C=CC(=NC1)C1=NO[C@@H](C1)CO ([(5S)-3-(5-Bromopyridin-2-yl)-4,5-dihydroisoxazol-5-yl]methanol), C([O-])([O-])=O.[K+].[K+] (potassium carbonate). Reagents/catalysts: C1(=CC=CC=C1)P(C1=CC=CC=C1)(C1=CC=CC=C1)[Pd-4](P(C1=CC=CC=C1)(C1=CC=CC=C1)C1=CC=CC=C1)(P(C1=CC=CC=C1)(C1=CC=CC=C1)C1=CC=CC=C1)P(C1=CC=CC=C1)(C1=CC=CC=C1)C1=CC=CC=C1 (tetrakis(triphenylphosphino)palladium(0)). The solvent is O (water), O (water), CN(C)C=O (DMF). Conditions: temperature 75 celsius. The product is FC=1C=C(C=CC1C=1C=NC(=CC1)C1=NO[C@@H](C1)CO)N1C(O[C@H](C1)CNC(C)=O)=O (N-{[(5S)-3-(3-Fluoro-4-{6-[(5S)-5-(hydroxymethyl)-4,5-dihydroisoxazol-3-yl]pyridin-3-yl}phenyl)-2-oxo-1,3-oxazolidin-5-yl]methyl}acetamide). The yield is 48.7%. As a reaction SMILES: Br[C:2]1[CH:3]=[CH:4][C:5]([C:8]2[CH2:12][C@@H:11]([CH2:13][OH:14])[O:10][N:9]=2)=[N:6][CH:7]=1.C(=O)([O-])[O-].[K+].[K+].[F:21][C:22]1[CH:23]=[C:24]([N:37]2[CH2:41][C@H:40]([CH2:42][NH:43][C:44](=[O:46])[CH3:45])[O:39][C:38]2=[O:47])[CH:25]=[CH:26][C:27]=1B1OC(C)(C)C(C)(C)O1>CN(C=O)C.O.C1(P([Pd-4](P(C2C=CC=CC=2)(C2C=CC=CC=2)C2C=CC=CC=2)(P(C2C=CC=CC=2)(C2C=CC=CC=2)C2C=CC=CC=2)P(C2C=CC=CC=2)(C2C=CC=CC=2)C2C=CC=CC=2)(C2C=CC=CC=2)C2C=CC=CC=2)C=CC=CC=1>[F:21][C:22]1[CH:23]=[C:24]([N:37]2[CH2:41][C@H:40]([CH2:42][NH:43][C:44](=[O:46])[CH3:45])[O:39][C:38]2=[O:47])[CH:25]=[CH:26][C:27]=1[C:2]1[CH:7]=[N:6][C:5]([C:8]2[CH2:12][C@@H:11]([CH2:13][OH:14])[O:10][N:9]=2)=[CH:4][CH:3]=1 |f:1.2.3|. Reported procedure: [(5S)-3-(5-Bromopyridin-2-yl)-4,5-dihydroisoxazol-5-yl]methanol (Intermediate 11, 0.5 g, 1.95 mmol), potassium carbonate (0.622 g, 4.5 mmol), N-({(5S)-3-[3-fluoro-4-(4,4,5,5-tetramethyl-1,3,2-dioxaborolan-2-yl)phenyl]-2-oxo-1,3-oxazolidin-5-yl}methyl)acetamide (Intermediate 13, 0.736 g, 1.95 mmol) and tetrakis(triphenylphosphino)palladium(0) (0.225 g, 0.195 mmol) were combined and suspended in DMF (7 ml) and water (1 ml). The mixture was heated at 75° C. for 2 hours, then was poured into cold wa... Reactants: C1(C=2C(C(=O)O1)=CC=CC2)=O (phthalic anhydride), N1=CC=C(C=C1)CN (4-pyridinemethylamine). The solvent is CN(C=O)C (dimethylformamide). Yields the product N1=CC=C(C=C1)CN1C(C2=CC=CC=C2C1=O)=O (2-(4-pyridinylmethyl)-1H-isoindole-1,3(2H)-dione). The yield is 71.4%. Reaction SMILES: [C:1]1(=[O:11])[O:6][C:4](=O)[C:3]2=[CH:7][CH:8]=[CH:9][CH:10]=[C:2]12.[N:12]1[CH:17]=[CH:16][C:15]([CH2:18][NH2:19])=[CH:14][CH:13]=1>CN(C)C=O>[N:12]1[CH:17]=[CH:16][C:15]([CH2:18][N:19]2[C:1](=[O:11])[C:2]3[C:3](=[CH:7][CH:8]=[CH:9][CH:10]=3)[C:4]2=[O:6])=[CH:14][CH:13]=1. Procedure: A mixture of 74 g (0.5 mole) of phthalic anhydride, 60 g (0.56 mole) of 4-pyridinemethylamine and 200 mL of dimethylformamide was heated under reflux for 2 hours. The cooled mixture was filtered and the solids were washed with ether and dried to give 85.1 g of 2-(4-pyridinylmethyl)-1H-isoindole-1,3(2H)-dione, m.p. 164°-165°. Another 24.0 g was obtained by crystallization of the concentrated mother liquors from dimethylformamide. Combined yield: 99.1 g (83%). Reactants: ClCCl, O=C(O)C(F)(F)F, CC(C)(C)OC(=O)N1CCN(c2ccc(-c3cnc4ncc(C5(c6ccc7ncccc7c6)CC5)n4c3)cn2)CC1. The product is c1cnc2ccc(C3(c4cnc5ncc(-c6ccc(N7CCNCC7)nc6)cn45)CC3)cc2c1. As a reaction SMILES: [CH2:49]([Cl:50])[Cl:51].[OH:42][C:43]([C:44]([F:45])([F:46])[F:47])=[O:48].[n:1]1[cH:2][cH:3][cH:4][c:5]2[cH:6][c:7]([C:11]3([c:14]4[cH:15][n:16][c:17]5[n:18]4[cH:19][c:20](-[c:23]4[cH:24][cH:25][c:26]([N:29]6[CH2:30][CH2:31][N:32]([C:35]([O:36][C:37]([CH3:38])([CH3:39])[CH3:40])=[O:41])[CH2:33][CH2:34]6)[n:27][cH:28]4)[cH:21][n:22]5)[CH2:12][CH2:13]3)[cH:8][cH:9][c:10]12>>[n:1]1[cH:2][cH:3][cH:4][c:5]2[cH:6][c:7]([C:11]3([c:14]4[cH:15][n:16][c:17]5[n:18]4[cH:19][c:20](-[c:23]4[cH:24][cH:25][c:26]([N:29]6[CH2:30][CH2:31][NH:32][CH2:33][CH2:34]6)[n:27][cH:28]4)[cH:21][n:22]5)[CH2:12][CH2:13]3)[cH:8][cH:9][c:10]12. Reactants: Intermediate 19, BrC=1C(=NC=CC1)C (3-bromo-2-methylpyridine), C(C)(C)(C)OC(COC1=C(C=C(C=C1)Cl)C#C)=O (tert-butyl(4-chloro-2-ethynylphenoxy)acetate), C(C)(C)(C)OC(COC1=C(C=C(C=C1)Cl)C#C)=O (tert-butyl(4-chloro-2-ethynylphenoxy)acetate). Product: C(C)(C)(C)OC(COC1=C(C=C(C=C1)Cl)C#CC=1C(=NC=CC1)C)=O (tert-butyl{4-chloro-2-[(2-methylpyridin-3-yl)ethynyl]phenoxy}acetate). Reaction SMILES: [C:1]([O:5][C:6](=[O:18])[CH2:7][O:8][C:9]1[CH:14]=[CH:13][C:12]([Cl:15])=[CH:11][C:10]=1[C:16]#[CH:17])([CH3:4])([CH3:3])[CH3:2].Br[C:20]1[C:21]([CH3:26])=[N:22][CH:23]=[CH:24][CH:25]=1>>[C:1]([O:5][C:6](=[O:18])[CH2:7][O:8][C:9]1[CH:14]=[CH:13][C:12]([Cl:15])=[CH:11][C:10]=1[C:16]#[C:17][C:20]1[C:21]([CH3:26])=[N:22][CH:23]=[CH:24][CH:25]=1)([CH3:4])([CH3:3])[CH3:2]. Procedure details: Following the general method as outlined in Intermediate 19, starting from tert-butyl(4-chloro-2-ethynylphenoxy)acetate (Intermediate 3) and 3-bromo-2-methylpyridine (Synchem-OHG), the title compound was obtained as a yellow sticky solid after purification by preparative HPLC. Starting materials: ClC=1C=C2C(C(=O)NC2=O)=CC1S(N)(=O)=O (4-chloro-5-sulfamoylphthalimide), NC1CCN(CC1)CC1=CC=C(C=C1)OC (4-amino-1-(4-methoxybenzyl)piperidine). Yields the product C(CCCC)O (n-pentanol), ClC1=C(C=C2C(N(C(C2=C1)=O)C1CCN(CC1)CC1=CC=C(C=C1)OC)=O)S(=O)(=O)N (6-Chloro-2,3-dihydro-2-[1-[(4-methoxyphenyl)methyl]-4-piperidinyl]-1,3-dioxo-1H-isoindole-5-sulfonamide). RXN SMILES: [Cl:1][C:2]1[CH:3]=[C:4]2[C:9](=[O:10])[NH:8][C:6](=[O:7])[C:5]2=[CH:11][C:12]=1[S:13](=[O:16])(=[O:15])[NH2:14].N[CH:18]1[CH2:23][CH2:22][N:21]([CH2:24][C:25]2[CH:30]=[CH:29][C:28]([O:31][CH3:32])=[CH:27][CH:26]=2)[CH2:20][CH2:19]1>>[CH2:6]([OH:7])[CH2:5][CH2:4][CH2:3][CH3:2].[Cl:1][C:2]1[CH:3]=[C:4]2[C:5]([C:6](=[O:7])[N:8]([CH:18]3[CH2:23][CH2:22][N:21]([CH2:24][C:25]4[CH:26]=[CH:27][C:28]([O:31][CH3:32])=[CH:29][CH:30]=4)[CH2:20][CH2:19]3)[C:9]2=[O:10])=[CH:11][C:12]=1[S:13]([NH2:14])(=[O:16])=[O:15]. Procedure details: Reaction of 4-chloro-5-sulfamoylphthalimide (5.21 g., 0.02 mole) and 4-amino-1-(4-methoxybenzyl)piperidine (4.5 g., 0.02 mole) in 80 ml. of n-pentanol according to the procedure of Example 1(a) afforded the crude 1,3-dioxoisoindole product purified by chromatography (silica gel, ethyl acetate-n-hexane) to yield 2.88 g. (31%) of 6-chloro-2,3-dihydro-2-[1-[(4-methoxyphenyl)methyl]-4-piperidinyl]-1,3-dioxo-1H-isoindole-5-sulfonamide. The NMR spectral data was consistent for the compound used withou...